Dataset: the Open Reaction Database (ORD), a public repository of structured organic reaction records. Task: describe an organic reaction: reactants, conditions, products, and yield The reactants are oxime, Compound 3, C1CCOC1.O (THF H2O), C(CC=C)(=O)[O-] (3-butenoate), C([O-])([O-])=O.[Na+].[Na+] (sodium carbonate), ClN1C(CCC1=O)=O (N-chlorosuccinimide), chlorooxime. Solvent: CN(C)C=O (DMF). Product: C1C(ON=C1C2=CC=CC=C2)CC(=O)O (GIT27). RXN SMILES: Cl[N:2]1[C:6](=O)[CH2:5][CH2:4][C:3]1=O.[C:9]([O-:14])(=[O:13])[CH2:10][CH:11]=[CH2:12].C(=O)([O-])[O-].[Na+].[Na+].[CH2:21]1[CH2:25]OC[CH2:22]1.[OH2:26]>CN(C=O)C>[CH2:12]1[C:6]([C:5]2[CH:25]=[CH:21][CH:22]=[CH:3][CH:4]=2)=[N:2][O:26][CH:11]1[CH2:10][C:9]([OH:14])=[O:13] |f:2.3.4,5.6|. Procedure details: Benzaldehyde (1, 32.8 mmol) and hydroxylamine hydrochloride (33 mmol) were dissolved in methanol (100 ml) followed by addition of sodium carbonate (65 mmol). Overnight reaction gave the oxime derivative in 95% (2, 30.4 mmol). Chlorination of the oxime using N-chlorosuccinimide (31.6 mmol) in DMF (100 ml) quantitatively furnished chlorooxime (3). Compound 3 was then dissolved in THF/H2O (*0/20) and treated with 3-butenoate (24.5 mmol) and sodium carbonate (73.6 mmol). After completion, (12 h), th... Reactants: Cn1c(=O)cc[nH]c1=O, CS(C)=O, O=C(NCc1cn(-c2ccc(I)cc2)cn1)c1ccc(Cl)s1, [Cu]I, [K+], [K+], O=C([O-])[O-], Oc1cccc2cccnc12. Product: Cn1c(=O)ccn(-c2ccc(-n3cnc(CNC(=O)c4ccc(Cl)s4)c3)cc2)c1=O. RXN SMILES: [CH3:23][n:24]1[c:25](=[O:31])[nH:26][cH:27][cH:28][c:29]1=[O:30].[CH3:49][S:50]([CH3:51])=[O:52].[Cl:1][c:2]1[cH:3][cH:4][c:5]([C:7](=[O:8])[NH:9][CH2:10][c:11]2[n:12][cH:13][n:14](-[c:16]3[cH:17][cH:18][c:19]([I:22])[cH:20][cH:21]3)[cH:15]2)[s:6]1.[Cu:53][I:54].[K+:43].[K+:44].[O-:45][C:46]([O-:47])=[O:48].[OH:32][c:33]1[cH:34][cH:35][cH:36][c:37]2[c:38]1[n:39][cH:40][cH:41][cH:42]2>>[Cl:1][c:2]1[cH:3][cH:4][c:5]([C:7](=[O:8])[NH:9][CH2:10][c:11]2[n:12][cH:13][n:14](-[c:16]3[cH:17][cH:18][c:19](-[n:26]4[c:25](=[O:31])[n:24]([CH3:23])[c:29](=[O:30])[cH:28][cH:27]4)[cH:20][cH:21]3)[cH:15]2)[s:6]1. The reactants are ClC1=CC=C(C=C1)C1=C(NC(=C1)C(F)(F)F)C(=O)N(CC(C)(C)C)C (3-(4-chlorophenyl)-N-methyl-N-neopentyl-5-(trifluoromethyl)-1H-pyrrole-2-carboxamide), BrCC1=CC=C(C=C1)F (1-(bromomethyl)-4-fluorobenzene), C(=O)([O-])[O-].[Cs+].[Cs+] (Cs2CO3). Solvent: CN(C)C=O (DMF), C(=O)(O)[O-].[Na+] (NaHCO3). Conditions: temperature 60 celsius, time 1 hour. The product is ClC1=CC=C(C=C1)C1=C(N(C(=C1)C(F)(F)F)CC1=CC=C(C=C1)F)C(=O)N(C)CC(C)(C)C (3-(4-Chlorophenyl)-N-(2,2-dimethyl-propyl)-1-[(4-fluorophenyl)-methyl]-N-methyl-5-(trifluoromethyl)-1H-pyrrole-2-carboxylic acid amide). RXN SMILES: [Cl:1][C:2]1[CH:7]=[CH:6][C:5]([C:8]2[CH:12]=[C:11]([C:13]([F:16])([F:15])[F:14])[NH:10][C:9]=2[C:17]([N:19]([CH3:25])[CH2:20][C:21]([CH3:24])([CH3:23])[CH3:22])=[O:18])=[CH:4][CH:3]=1.Br[CH2:27][C:28]1[CH:33]=[CH:32][C:31]([F:34])=[CH:30][CH:29]=1.C([O-])([O-])=O.[Cs+].[Cs+]>CN(C=O)C.C([O-])(O)=O.[Na+]>[Cl:1][C:2]1[CH:3]=[CH:4][C:5]([C:8]2[CH:12]=[C:11]([C:13]([F:15])([F:16])[F:14])[N:10]([CH2:27][C:28]3[CH:33]=[CH:32][C:31]([F:34])=[CH:30][CH:29]=3)[C:9]=2[C:17]([N:19]([CH2:20][C:21]([CH3:22])([CH3:24])[CH3:23])[CH3:25])=[O:18])=[CH:6][CH:7]=1 |f:2.3.4,6.7|. Reported procedure: To a solution of 3-(4-chlorophenyl)-N-methyl-N-neopentyl-5-(trifluoromethyl)-1H-pyrrole-2-carboxamide (100 mg, 0.268 mmol) in dry DMF (1.5 mL) was added 1-(bromomethyl)-4-fluorobenzene (35 μL, 0.282 mmol) and Cs2CO3(131 mg, 0.402 mmol). The white suspension was stirred at 60° C. for 1 h. The reaction mixture was poured out in saturated aqueous NaHCO3 (25 mL) and the product was extracted with EtOAc (2×25 mL). The combined organic layers were washed with saturated aqueous NaHCO3 (2×15 mL), aqueou... Reactants: [Na+].[Cl-] (NaCl), ClC(C(C)=O)C(C)=O (3-chloro-2,4-pentanedione), C(=O)N (formamide), [OH-].[Na+] (NaOH). Solvent: O (water), C(=O)O (formic acid). Conditions: temperature 140 celsius. Product: C(C)(=O)C1=C(N=CO1)C (5-acetyl-4-methyloxazole). Yield: 26.4%. As a reaction SMILES: Cl[CH:2]([C:6](=[O:8])[CH3:7])[C:3](=O)[CH3:4].[CH:9]([NH2:11])=[O:10].[OH-].[Na+].[Na+].[Cl-]>O.C(O)=O>[C:6]([C:2]1[O:10][CH:9]=[N:11][C:3]=1[CH3:4])(=[O:8])[CH3:7] |f:2.3,4.5|. Procedure: A mixture of 3-chloro-2,4-pentanedione (26.8 g), formamide (18.0 g), and formic acid (50.0 g) was heated in a 140° C. oil bath and refluxed for 4 hours. The resulting dark mixture was poured into 100 ml of water, basified with 50% NaOH solution, and saturated with NaCl. The mixture was extracted with ethyl ether (3×100 ml). The ether solution was dried over sodium sulfate and concentrated. The residue was vacuum-distilled to yield 6.59 g of 5-acetyl-4-methyloxazole as a colorless liquid, 84° C. ... Reactants: [N+](=O)([O-])C1=CC=C2C(=NNC2=C1)C1=CC=CC=C1 (6-Nitro-3-phenyl-1H-indazole). Reagents/catalysts: [H][H].[Pd] (H2 Pd). Product: C1(=CC=CC=C1)C1=NNC2=CC(=CC=C12)N (3-phenyl-1H-indazol-6-ylamine). Yield: 71.5%. As a reaction SMILES: [N+:1]([C:4]1[CH:12]=[C:11]2[C:7]([C:8]([C:13]3[CH:18]=[CH:17][CH:16]=[CH:15][CH:14]=3)=[N:9][NH:10]2)=[CH:6][CH:5]=1)([O-])=O>[H][H].[Pd]>[C:13]1([C:8]2[C:7]3[C:11](=[CH:12][C:4]([NH2:1])=[CH:5][CH:6]=3)[NH:10][N:9]=2)[CH:14]=[CH:15][CH:16]=[CH:17][CH:18]=1 |f:1.2|. Procedure: To a solution of 2-chloro-5-nitro-benzophenone (1.0 g) in THF (tetrahydrofuran) (15 ml) was added anhydrous hydrazine (120 mg). The resulting reaction mixture was kept stirring at room temperature for 2-4 hours. The solvent was removed in vacuo and the residue dissolved in EtOAc, washed with water and brine, dried over Na2SO4. Removal of the solvent afforded (0.8 g, 88%) product 6-Nitro-3-phenyl-1H-indazole (5). 6-Nitro-3-phenyl-1H-indazole was hydrogenated over H2/Pd and gave 0.5 g of 3-phenyl-... Reactants: CCOC(=O)C(C)N(CCCl)CCCl, Clc1ccccc1, Nc1cccc2c1OCCO2. Yields the product CCOC(=O)C(C)N1CCN(c2cccc3c2OCCO3)CC1. RXN SMILES: [CH2:12]([CH3:13])[O:14][C:15]([CH:16]([N:17]([CH2:18][CH2:19][Cl:23])[CH2:21][CH2:22][Cl:20])[CH3:24])=[O:25].[Cl:26][c:27]1[cH:28][cH:29][cH:30][cH:31][cH:32]1.[O:1]1[CH2:2][CH2:3][O:4][c:5]2[c:6]1[cH:7][cH:8][cH:9][c:10]2[NH2:11]>>[O:1]1[CH2:2][CH2:3][O:4][c:5]2[c:6]1[cH:7][cH:8][cH:9][c:10]2[N:11]1[CH2:19][CH2:18][N:17]([CH:16]([C:15]([O:14][CH2:12][CH3:13])=[O:25])[CH3:24])[CH2:21][CH2:22]1.